This data is from the Open Reaction Database (ORD), a public repository of structured organic reaction records. The task is: describe an organic reaction: reactants, conditions, products, and yield The reactants are COC=1C=CC(=C(C1)N)C1CC2=CC=C(C=C2CC1)OC (5-methoxy-2-(6-methoxy-1,2,3,4-tetrahydronaphthalen-2-yl)phenylamine), C(C1=CC=CC=C1)OC1=CC=C(C=C1)CC(=O)Cl (4-benzyloxyphenylacetyl chloride). Yields the product C(C1=CC=CC=C1)OC1=CC=C(C=C1)CCNC1=C(C=CC(=C1)OC)C1CC2=CC=C(C=C2CC1)OC ([2-(4-Benzyloxyphenyl)ethyl][5-methoxy-2-(6-methoxy-1,2,3,4-tetrahydronaphthalen-2-yl)phenyl]amine). Isolated yield 84.8%. Reaction SMILES: [CH3:1][O:2][C:3]1[CH:4]=[CH:5][C:6]([CH:10]2[CH2:19][CH2:18][C:17]3[C:12](=[CH:13][CH:14]=[C:15]([O:20][CH3:21])[CH:16]=3)[CH2:11]2)=[C:7]([NH2:9])[CH:8]=1.[CH2:22]([O:29][C:30]1[CH:35]=[CH:34][C:33]([CH2:36][C:37](Cl)=O)=[CH:32][CH:31]=1)[C:23]1[CH:28]=[CH:27][CH:26]=[CH:25][CH:24]=1>>[CH2:22]([O:29][C:30]1[CH:31]=[CH:32][C:33]([CH2:36][CH2:37][NH:9][C:7]2[CH:8]=[C:3]([O:2][CH3:1])[CH:4]=[CH:5][C:6]=2[CH:10]2[CH2:19][CH2:18][C:17]3[C:12](=[CH:13][CH:14]=[C:15]([O:20][CH3:21])[CH:16]=3)[CH2:11]2)=[CH:34][CH:35]=1)[C:23]1[CH:24]=[CH:25][CH:26]=[CH:27][CH:28]=1. Procedure: Synthesized from 5-methoxy-2-(6-methoxy-1,2,3,4-tetrahydronaphthalen-2-yl)phenylamine (400 mg) and 4-benzyloxyphenylacetyl chloride (700 mg) according to an analogous synthetic method to Example 152, the title compound (591 mg) was obtained. Starting materials: CCOC(OCC)OCC, CCOC(=O)C1CC(=O)CC1CC, CCOC(C)=O, ClCCl, O, OCCO, Cc1ccc(S(=O)(=O)O)cc1. The product is CCOC(=O)C1CC2(CC1CC)OCCO2. Reaction SMILES: [CH2:18]([O:19][CH:20]([O:21][CH2:22][CH3:23])[O:24][CH2:25][CH3:26])[CH3:27].[CH2:1]([CH3:2])[CH:3]1[CH:4]([C:9](=[O:10])[O:11][CH2:12][CH3:13])[CH2:5][C:6](=[O:8])[CH2:7]1.[CH3:43][CH2:44][O:45][C:46]([CH3:47])=[O:48].[Cl:40][CH2:41][Cl:42].[OH2:28].[OH:14][CH2:15][CH2:16][OH:17].[c:29]1([CH3:30])[cH:31][cH:32][c:33]([S:34]([OH:35])(=[O:36])=[O:37])[cH:38][cH:39]1>>[CH2:1]([CH3:2])[CH:3]1[CH:4]([C:9](=[O:10])[O:11][CH2:12][CH3:13])[CH2:5][C:6]2([CH2:7]1)[O:8][CH2:16][CH2:15][O:14]2. Reactants: N1(CCCC1)CC1=CC=C(C=C1)[C@@H]1C[C@H](C1)COS(=O)(=O)C1=CC=C(C=C1)C (trans-Toluene-4-sulfonic acid 3-(4-pyrrolidin-1-ylmethyl-phenyl)-cyclobutylmethyl ester), [Mg] (magnesium). Solvent: CO (methyl alcohol). Reaction conditions: time 16 hour. Product: N1(CCCC1)CC1=CC=C(C=C1)[C@@H]1C[C@H](C1)CO (trans-[3-(4-Pyrrolidin-1-ylmethyl-phenyl)-cyclobutyl]-methanol). The yield is 82.2%. Reaction SMILES: [N:1]1([CH2:6][C:7]2[CH:12]=[CH:11][C:10]([C@H:13]3[CH2:16][C@H:15]([CH2:17][O:18]S(C4C=CC(C)=CC=4)(=O)=O)[CH2:14]3)=[CH:9][CH:8]=2)[CH2:5][CH2:4][CH2:3][CH2:2]1.[Mg]>CO>[N:1]1([CH2:6][C:7]2[CH:12]=[CH:11][C:10]([C@H:13]3[CH2:14][C@H:15]([CH2:17][OH:18])[CH2:16]3)=[CH:9][CH:8]=2)[CH2:5][CH2:4][CH2:3][CH2:2]1. Procedure: To a stirring solution of: trans-toluene-4-sulfonic acid 3-(4-pyrrolidin-1-ylmethyl-phenyl)-cyclobutylmethyl ester (example 48) (0.5 g, 1.2 mmol) in methyl alcohol (12.5 mL) was added magnesium turning. After 16 hours the reaction turned from a colorless solutions to a milky white solution. The reaction was quenched by the addtion of 1 mL of an aqueous solution of 15% NaOH and water. The solids were filtered off through a plug of celiteand the aqueous layer was extracted with 3:1 CH3Cl:isopropyl... The reactants are [OH-].[Na+] (sodium hydroxide), C(C)O (ethanol), C(CCC)S(=O)(=O)NC(C1=CC(=C(C=C1)[N+](=O)[O-])NC(C)=O)=O (N-1-butanesulfonyl-3-acetylamino-4-nitrobenzamide). Solvent: O (water). Reaction conditions: time 3 hour. Yields the product C(CCC)S(=O)(=O)NC(C1=CC(=C(C=C1)[N+](=O)[O-])N)=O (N-1-butanesulfonyl-3-amino-4-nitrobenzamide). Yield: 94.4%. Reaction SMILES: [CH2:1]([S:5]([NH:8][C:9](=[O:23])[C:10]1[CH:15]=[CH:14][C:13]([N+:16]([O-:18])=[O:17])=[C:12]([NH:19]C(=O)C)[CH:11]=1)(=[O:7])=[O:6])[CH2:2][CH2:3][CH3:4].[OH-].[Na+].C(O)C>O>[CH2:1]([S:5]([NH:8][C:9](=[O:23])[C:10]1[CH:15]=[CH:14][C:13]([N+:16]([O-:18])=[O:17])=[C:12]([NH2:19])[CH:11]=1)(=[O:7])=[O:6])[CH2:2][CH2:3][CH3:4] |f:1.2|. Procedure: A mixture containing 6.30 g of N-1-butanesulfonyl-3-acetylamino-4-nitrobenzamide, a 10% sodium hydroxide aqueous solution, 300 ml of ethanol and 200 ml of water was stirred at room temperature for 4 hours and then at 50° C. for 3 hours. The solvent was distilled off to approximately a half volume, and the residue was adjusted to a pH of 2 with 10% hydrochloric acid. The crystals precipitated were collected, and were dried under reduced pressure to give 5.22 g of N-1-butanesulfonyl-3-amino-4-nitr... The reactants are COCCOC, CC(C)(C)OC(=O)N1CCC(n2nc(I)c3c(N)ncnc32)CC1, [Na+], [Na+], O=C([O-])[O-], O, CC1(C)OB(c2ccc(Nc3noc4ccccc34)cc2)OC1(C)C. Product: CC(C)(C)OC(=O)N1CCC(n2nc(-c3ccc(Nc4noc5ccccc45)cc3)c3c(N)ncnc32)CC1. As a reaction SMILES: [CH3:56][O:57][CH2:58][CH2:59][O:60][CH3:61].[NH2:26][c:27]1[c:28]2[c:29]([n:30][cH:31][n:32]1)[n:33]([CH:37]1[CH2:38][CH2:39][N:40]([C:43](=[O:44])[O:45][C:46]([CH3:47])([CH3:48])[CH3:49])[CH2:41][CH2:42]1)[n:34][c:35]2[I:36].[Na+:50].[Na+:51].[O-:52][C:53](=[O:54])[O-:55].[OH2:62].[o:1]1[n:2][c:3]([NH:10][c:11]2[cH:12][cH:13][c:14]([B:17]3[O:18][C:19]([CH3:20])([CH3:21])[C:22]([CH3:23])([CH3:24])[O:25]3)[cH:15][cH:16]2)[c:4]2[c:5]1[cH:6][cH:7][cH:8][cH:9]2>>[o:1]1[n:2][c:3]([NH:10][c:11]2[cH:12][cH:13][c:14](-[c:35]3[c:28]4[c:27]([NH2:26])[n:32][cH:31][n:30][c:29]4[n:33]([CH:37]4[CH2:38][CH2:39][N:40]([C:43](=[O:44])[O:45][C:46]([CH3:47])([CH3:48])[CH3:49])[CH2:41][CH2:42]4)[n:34]3)[cH:15][cH:16]2)[c:4]2[c:5]1[cH:6][cH:7][cH:8][cH:9]2. Starting materials: ClC1=CC(=C2N=C(C(=NC2=C1)OC)OC)CCCO (3-(7-chloro-2,3-dimethoxy-quinoxalin-5-yl)-propan-1-ol), C(C)OCC (diethyl ether), C(=O)(N1C=NC=C1)N1C=NC=C1 (1,1'-carbonyidiimidazole), C(C=C)Br (allyl bromide). Solvent: C(C)#N (acetonitrile). Conditions: time 30 minute. Product: BrCCCC1=C2N=C(C(=NC2=CC(=C1)Cl)OC)OC (5-(3-bromopropyl)-7-chloro-2,3-dimethoxy-quinoxaline). Isolated yield 79.9%. As a reaction SMILES: [Cl:1][C:2]1[CH:11]=[C:10]2[C:5]([N:6]=[C:7]([O:14][CH3:15])[C:8]([O:12][CH3:13])=[N:9]2)=[C:4]([CH2:16][CH2:17][CH2:18]O)[CH:3]=1.C(N1C=CN=C1)(N1C=CN=C1)=O.C([Br:35])C=C.C(OCC)C>C(#N)C>[Br:35][CH2:18][CH2:17][CH2:16][C:4]1[CH:3]=[C:2]([Cl:1])[CH:11]=[C:10]2[C:5]=1[N:6]=[C:7]([O:14][CH3:15])[C:8]([O:12][CH3:13])=[N:9]2. Procedure: 0.5 g (1.77 mmol) of 3-(7-chloro-2,3-dimethoxy-quinoxalin-5-yl)-propan-1-ol and 0.287 g (1.77 mmol) of 1,1'-carbonyidiimidazole are placed in 5 ml of acetonitrile under N2. 0.75 ml of allyl bromide is added, and the mixture is then stirred at room temperature for 30 minutes and at reflux for 2 hours. The reaction mixture is cooled to room temperature, diethyl ether is added and extraction is carried out with water, 0.1N hydrochloric acid, saturated sodium hydrogen carbonate solution and brine. T...